This data is from the Open Reaction Database (ORD), a public repository of structured organic reaction records. The task is: describe an organic reaction: reactants, conditions, products, and yield Yields the product COc1cc(I)cc(-c2ccsc2)c1. Reaction SMILES: [CH3:1][O:2][c:3]1[cH:4][c:5]([NH2:14])[cH:6][c:7](-[c:9]2[cH:10][s:11][cH:12][cH:13]2)[cH:8]1.[ClH:15].[I-:21].[K+:20].[N:16]([O-:17])=[O:18].[Na+:19].[OH2:22]>>[CH3:1][O:2][c:3]1[cH:4][c:5]([I:21])[cH:6][c:7](-[c:9]2[cH:10][s:11][cH:12][cH:13]2)[cH:8]1. Starting materials: COc1cc(N)cc(-c2ccsc2)c1, Cl, [I-], [K+], O=N[O-], [Na+], O. Reactants: CC(CNCC)=C (N-2-methylallyl-N-ethylamine), [N+](=O)([O-])C1=C(C=CC(=C1)[N+](=O)[O-])F (2,4-dinitrofluorobenzene). Yields the product CC(CN(C1=C(C=C(C=C1)[N+](=O)[O-])[N+](=O)[O-])CC)=C (N-2-methylallyl-N-ethyl-2,4-dinitrobenzeneamine). As a reaction SMILES: [CH3:1][C:2](=[CH2:7])[CH2:3][NH:4][CH2:5][CH3:6].[N+:8]([C:11]1[CH:16]=[C:15]([N+:17]([O-:19])=[O:18])[CH:14]=[CH:13][C:12]=1F)([O-:10])=[O:9]>>[CH3:7][C:2](=[CH2:1])[CH2:3][N:4]([CH2:5][CH3:6])[C:12]1[CH:13]=[CH:14][C:15]([N+:17]([O-:19])=[O:18])=[CH:16][C:11]=1[N+:8]([O-:10])=[O:9]. Procedure details: Treatment of N-2-methylallyl-N-ethylamine with 2,4-dinitrofluorobenzene as described in Example 1 gave N-2-methylallyl-N-ethyl-2,4-dinitrobenzeneamine as a red oil (13.0 g). Reactants: Cl (hydrochloric acid), S1C(=NCC1)C=1NC2=C(C=CC=C2C1)[N+](=O)[O-] (2-(4,5-dihydro-1,3-thiazol-2-yl)-7-nitro-1H-indole), [Cl-].[Ca+2].[Cl-] (calcium chloride), C(C)O (ethanol). The reagents and catalysts are [Fe] (iron). The solvent is O (water). Conditions: temperature 80 celsius, time 2 hour. Product: S1C(=NCC1)C=1NC2=C(C=CC=C2C1)N (2-(4,5-Dihydro-1,3-thiazol-2-yl)-1H-indole-7-amine). The yield is 54.1%. Reaction SMILES: [S:1]1[CH2:5][CH2:4][N:3]=[C:2]1[C:6]1[NH:7][C:8]2[C:13]([CH:14]=1)=[CH:12][CH:11]=[CH:10][C:9]=2[N+:15]([O-])=O.[Cl-].[Ca+2].[Cl-].C(O)C.Cl>[Fe].O>[S:1]1[CH2:5][CH2:4][N:3]=[C:2]1[C:6]1[NH:7][C:8]2[C:13]([CH:14]=1)=[CH:12][CH:11]=[CH:10][C:9]=2[NH2:15] |f:1.2.3|. Procedure details: To a mixture of 2-(4,5-dihydro-1,3-thiazol-2-yl)-7-nitro-1H-indole (4.0 g), iron powder (4.0 g), calcium chloride (770 mg), ethanol (45 mL) and water (5 mL) was added 1N hydrochloric acid (0.2 mL), and the mixture was stirred at 80° C. for 2 hr. After cooling the reaction mixture to room temperature, and the insoluble material was filtered off. Saturated aqueous sodium hydrogen carbonate was added to the filtrate, and the mixture was extracted with ethyl acetate. The ethyl acetate layer was wash... Reactants: C(C)(=O)O (acetic acid), O1CCCC1 (tetrahydrofuran), S(=O)(=O)(C)Cl (mesyl chloride), teflon, resultant mixture. Reagents/catalysts: C#C.C#C.[Zn] (zinc diacetylene). Run at temperature -78 celsius, time 10 minute. Yields the product C(=C=CC#CC#C)[C@H]1[C@@H](O1)CO ((trans)-3-(1,2-Heptadiene-4,6-diynyl)oxiranemethanol). Reaction SMILES: S(Cl)(C)(=O)=O.[C:6]([OH:9])(=O)[CH3:7].[O:10]1[CH2:14][CH2:13][CH2:12][CH2:11]1>C#C.C#C.[Zn]>[CH:12]([C@@H:11]1[O:10][C@H:7]1[CH2:6][OH:9])=[C:13]=[CH:14][C:11]#[C:12][C:13]#[CH:14] |f:3.4.5|. Procedure: In a separate flask, the mesylate of 6-[(tetrahydro-2H-pyran-2-yl)oxy]-4-hexen-1-yn-3-ol was prepared via the following procedure. To a stirred solution of 6-(tetrahydro-2H-pyran-2-yl)oxy]-4-hexen-1-yn-3-ol (98 mg, 0.5 mmole), anhydrous lithium bromide (43 mg, 0.5 mmole) and a few milligrams of 1,10-phenanthroline in 5 ml of tetrahydrofuran at -78° C. was added n-butyllithium dropwise until a brown color was obtained (ca. 0.5 mmole of n-butyllithium). The mixture was stirred for one-half hour wh... Reactants: ( 1 ), COC(=O)C1=CC=2CC(CCC2C=C1)N (7-amino-5,6,7,8-tetrahydro-naphthalene-2-carboxylic acid methyl ester), N1=CC(=CC=C1)S(=O)(=O)Cl (pyridine-3-sulfonyl chloride), ( 2 ), ester, ON (HONH2), [OH-].[K+] (KOH). Procedure details: The title compound was prepared in two steps according to Scheme 6 by (1) treating amine VII with pyridine-3-sulfonyl chloride and TEA in dichloromethane, and (2) treating the ester intermediate with aqueous HONH2 and KOH. MS: calc'd (MH+) 348, exp (MH+) 348.4. 1H NMR (CD3OD, 400 MHz), 9.05 (s, 1H), 8.80 (d, 1H, J=4.4 Hz), 7.31 (d, 1H, J=8.0 Hz), 7.65 (m, 1H), 7.47 (d, 1H, J=8.0 Hz), 7.36 (s, 1H), 7.16 (d, 1H, J=8.0 Hz), 3.55 (m, 1H), 2.95 (m, 2H), 2.82 (m, 1H), 2.69 (m, 1H), 1.95 (m, 1H) 1.73 (... Solvent: ClCCl (dichloromethane). The product is ONC(=O)C1=CC=2CC(CCC2C=C1)NS(=O)(=O)C=1C=NC=CC1 (7-(Pyridine-3-sulfonylamino)-5,6,7,8-tetrahydro-naphthalene-2-carboxylic acid hydroxyamide). As a reaction SMILES: CO[C:3]([C:5]1[CH:14]=[CH:13][C:12]2[CH2:11][CH2:10][CH:9]([NH2:15])[CH2:8][C:7]=2[CH:6]=1)=[O:4].[N:16]1[CH:21]=[CH:20][CH:19]=[C:18]([S:22](Cl)(=[O:24])=[O:23])[CH:17]=1.[OH:26][NH2:27].[OH-].[K+]>ClCCl>[OH:26][NH:27][C:3]([C:5]1[CH:14]=[CH:13][C:12]2[CH2:11][CH2:10][CH:9]([NH:15][S:22]([C:18]3[CH:17]=[N:16][CH:21]=[CH:20][CH:19]=3)(=[O:24])=[O:23])[CH2:8][C:7]=2[CH:6]=1)=[O:4] |f:3.4|. The reagents and catalysts are CC(C)(C)C1=CC=C(C=C1)C2=CC=C(C=C2)C(C)(C)C, C(=O)([O-])[O-].[Na+].[Na+], C1=CC=C(C=C1)P(C2=CC=CC=C2)C3=CC=CC=C3.C1=CC=C(C=C1)P(C2=CC=CC=C2)C3=CC=CC=C3.C1=CC=C(C=C1)P(C2=CC=CC=C2)C3=CC=CC=C3.C1=CC=C(C=C1)P(C2=CC=CC=C2)C3=CC=CC=C3.[Pd]. The reactants are CC(C(C)(C)O1)(C)OB1C2=CC(C3CC3)=CC(C4=CN=CS4)=C2, BrC1=CC2=C(C=C1)C=CN2. Product: C12=C(NC=C2)C=C(C3=CC(C4CC4)=CC(C5=CN=CS5)=C3)C=C1. Yield: 31.0%. Solvent: COCCOC, O (water), COCCOC. Conditions: temperature 85 celsius, time 24 hour. Starting materials: ClC1=C(C=CC=C1C=1N=C(SC1C1=NC(=NC=C1)Cl)N1CCOCC1)NS(=O)(=O)C1=C(C=CC=C1F)F (N-{2-chloro-3-[5-(2-chloro-4-pyrimidinyl)-2-(4-morpholinyl)-1,3-thiazol-4-yl]phenyl}-2,6-difluorobenzenesulfonamide), C(=O)[O-].[NH4+] (ammonium formate). Reagents/catalysts: [OH-].[OH-].[Pd+2] (palladium hydroxide on carbon). Solvent: CCOC(=O)C (EtOAc), CO (MeOH). Run at temperature 60 celsius. Product: ClC1=C(C=CC=C1C=1N=C(SC1C1=NC=NC=C1)N1CCOCC1)NS(=O)(=O)C1=C(C=CC=C1F)F (N-{2-Chloro-3-[2-(4-morpholinyl)-5-(4-pyrimidinyl)-1,3-thiazol-4-yl]phenyl}-2,6-difluorobenzenesulfonamide). The yield is 31.5%. Reaction SMILES: [Cl:1][C:2]1[C:7]([C:8]2[N:9]=[C:10]([N:20]3[CH2:25][CH2:24][O:23][CH2:22][CH2:21]3)[S:11][C:12]=2[C:13]2[CH:18]=[CH:17][N:16]=[C:15](Cl)[N:14]=2)=[CH:6][CH:5]=[CH:4][C:3]=1[NH:26][S:27]([C:30]1[C:35]([F:36])=[CH:34][CH:33]=[CH:32][C:31]=1[F:37])(=[O:29])=[O:28].C([O-])=O.[NH4+]>CCOC(C)=O.CO.[OH-].[OH-].[Pd+2]>[Cl:1][C:2]1[C:7]([C:8]2[N:9]=[C:10]([N:20]3[CH2:21][CH2:22][O:23][CH2:24][CH2:25]3)[S:11][C:12]=2[C:13]2[CH:18]=[CH:17][N:16]=[CH:15][N:14]=2)=[CH:6][CH:5]=[CH:4][C:3]=1[NH:26][S:27]([C:30]1[C:35]([F:36])=[CH:34][CH:33]=[CH:32][C:31]=1[F:37])(=[O:29])=[O:28] |f:1.2,5.6.7|. Procedure details: To a solution of N-{2-chloro-3-[5-(2-chloro-4-pyrimidinyl)-2-(4-morpholinyl)-1,3-thiazol-4-yl]phenyl}-2,6-difluorobenzenesulfonamide (0.15 g, 0.26 mmol) and ammonium formate (0.16 g, 2.6 mmol) in EtOAc (7 mL) and MeOH (7 mL) was added 20% palladium hydroxide on carbon (0.16 g, 0.23 mmol). The reaction mixture was heated to 60° C. for 2 h. The palladium was filtered off using a nylon membrane. The filtrate was concentrated under vacuum to a crude yellow solid. The residue was purified by silica g...